Dataset: the Open Reaction Database (ORD), a public repository of structured organic reaction records. Task: describe an organic reaction: reactants, conditions, products, and yield Starting materials: ClCCl, OC1CCN(C2=Nn3c(nnc3C(F)(F)F)CC2)CC1. Product: O=C1CCN(C2=Nn3c(nnc3C(F)(F)F)CC2)CC1. Reaction SMILES: [Cl:21][CH2:22][Cl:23].[F:1][C:2]([c:3]1[n:4][n:5][c:6]2[n:7]1[N:8]=[C:9]([N:12]1[CH2:13][CH2:14][CH:15]([OH:18])[CH2:16][CH2:17]1)[CH2:10][CH2:11]2)([F:19])[F:20]>>[F:1][C:2]([c:3]1[n:4][n:5][c:6]2[n:7]1[N:8]=[C:9]([N:12]1[CH2:13][CH2:14][C:15](=[O:18])[CH2:16][CH2:17]1)[CH2:10][CH2:11]2)([F:19])[F:20]. The product is S1C(=NC2=C1C=CC=C2)NC(=O)C=2C=CC=C1CCN(CC21)C2=CC=C(C(=N2)C(=O)OC(C)(C)C)C=2C=C1CCN(CC1=CC2)CC2=CC=CC=C2 (tert-butyl 6-(8-(benzo[d]thiazol-2-ylcarbamoyl)-3,4-dihydroisoquinolin-2(1H)-yl)-3-(2-benzyl-1,2,3,4-tetrahydroisoquinolin-6-yl)picolinate). Procedure details: A suspension of EXAMPLE 133A (20 mg), benzaldehyde (6.58 μL), MP-CNBH3 (100 mg, 2.47 mmol/g), acetic acid (2 μL) in dichloromethane (2 mL)/methanol (2 mL) was shaken at room temperature for 18 hours. The reaction mixture was filtered, washed with methanol/dichloromethane, concentrated and purified by RP HPLC(C8, 30-100% CH3CN/water/0.1% TFA) to provide the title compound. RXN SMILES: [S:1]1[C:5]2[CH:6]=[CH:7][CH:8]=[CH:9][C:4]=2[N:3]=[C:2]1[NH:10][C:11]([C:13]1[CH:14]=[CH:15][CH:16]=[C:17]2[C:22]=1[CH2:21][N:20]([C:23]1[N:28]=[C:27]([C:29]([O:31][C:32]([CH3:35])([CH3:34])[CH3:33])=[O:30])[C:26]([C:36]3[CH:37]=[C:38]4[C:43](=[CH:44][CH:45]=3)[CH2:42][NH:41][CH2:40][CH2:39]4)=[CH:25][CH:24]=1)[CH2:19][CH2:18]2)=[O:12].[CH:46](=O)[C:47]1[CH:52]=[CH:51][CH:50]=[CH:49][CH:48]=1.C(O)(=O)C.CO>ClCCl>[S:1]1[C:5]2[CH:6]=[CH:7][CH:8]=[CH:9][C:4]=2[N:3]=[C:2]1[NH:10][C:11]([C:13]1[CH:14]=[CH:15][CH:16]=[C:17]2[C:22]=1[CH2:21][N:20]([C:23]1[N:28]=[C:27]([C:29]([O:31][C:32]([CH3:35])([CH3:34])[CH3:33])=[O:30])[C:26]([C:36]3[CH:37]=[C:38]4[C:43](=[CH:44][CH:45]=3)[CH2:42][N:41]([CH2:46][C:47]3[CH:52]=[CH:51][CH:50]=[CH:49][CH:48]=3)[CH2:40][CH2:39]4)=[CH:25][CH:24]=1)[CH2:19][CH2:18]2)=[O:12]. The solvent is ClCCl (dichloromethane). The reactants are S1C(=NC2=C1C=CC=C2)NC(=O)C=2C=CC=C1CCN(CC21)C2=CC=C(C(=N2)C(=O)OC(C)(C)C)C=2C=C1CCNCC1=CC2 (tert-butyl 6-(8-(benzo[d]thiazol-2-ylcarbamoyl)-3,4-dihydroisoquinolin-2(1H)-yl)-3-(1,2,3,4-tetrahydroisoquinolin-6-yl)picolinate), C(C1=CC=CC=C1)=O (benzaldehyde), C(C)(=O)O (acetic acid), CO (methanol). The reactants are C1COCCO1, Cl, CC(C)(C)OC(=O)NC1(c2ccnnc2)CC1. Yields the product Cl, NC1(c2ccnnc2)CC1. As a reaction SMILES: [CH2:19]1[O:20][CH2:21][CH2:22][O:23][CH2:24]1.[ClH:18].[n:1]1[n:2][cH:3][c:4]([C:7]2([NH:10][C:11](=[O:12])[O:13][C:14]([CH3:15])([CH3:16])[CH3:17])[CH2:8][CH2:9]2)[cH:5][cH:6]1>>[ClH:18].[n:1]1[n:2][cH:3][c:4]([C:7]2([NH2:10])[CH2:8][CH2:9]2)[cH:5][cH:6]1. Reactants: NC1=C(C(=O)N(CCC2=CC(=CC=C2)C(F)(F)F)CC2=CC=C(C=C2)C(C)(C)C)C=C(C=C1)Cl (2-Amino-N-(4-tert-butyl-benzyl)-5-chloro-N-[2-(3-trifluoromethyl-phenyl)-ethyl]-benzamide), BrCC#N (bromo-acetonitrile), [Na].[H][H] (sodium hydrogen). Solvent: C(C)O (ethanol). Run at temperature 100 celsius. Product: C(C)(C)(C)C1=CC=C(CN(C(C2=C(C=CC(=C2)Cl)NCC#N)=O)CCC2=CC(=CC=C2)C(F)(F)F)C=C1 (N-(4-tert-Butyl-benzyl)-5-chloro-2-(cyanomethyl-amino)-N-[2-(3-trifluoromethyl-phenyl)-ethyl]-benzamide). Isolated yield 30.0%. Reaction SMILES: [NH2:1][C:2]1[CH:33]=[CH:32][C:31]([Cl:34])=[CH:30][C:3]=1[C:4]([N:6]([CH2:19][C:20]1[CH:25]=[CH:24][C:23]([C:26]([CH3:29])([CH3:28])[CH3:27])=[CH:22][CH:21]=1)[CH2:7][CH2:8][C:9]1[CH:14]=[CH:13][CH:12]=[C:11]([C:15]([F:18])([F:17])[F:16])[CH:10]=1)=[O:5].Br[CH2:36][C:37]#[N:38].[Na].[H][H]>C(O)C>[C:26]([C:23]1[CH:24]=[CH:25][C:20]([CH2:19][N:6]([CH2:7][CH2:8][C:9]2[CH:14]=[CH:13][CH:12]=[C:11]([C:15]([F:16])([F:17])[F:18])[CH:10]=2)[C:4](=[O:5])[C:3]2[CH:30]=[C:31]([Cl:34])[CH:32]=[CH:33][C:2]=2[NH:1][CH2:36][C:37]#[N:38])=[CH:21][CH:22]=1)([CH3:29])([CH3:28])[CH3:27] |f:2.3,^1:38|. Procedure: 2-Amino-N-(4-tert-butyl-benzyl)-5-chloro-N-[2-(3-trifluoromethyl-phenyl)-ethyl]-benzamide (80 mg, 0.164 mmol), bromo-acetonitrile (21 mg, 0.172 mmol) and sodium hydrogen catbonat (17 mg, 01.96 mmol) were suspended in ethanol (21 ml) and heated to 100° C. for 3 days. The reaction mixture was cooled to RT, filtered and the precipitate was washed with ethanol. The solvent of the filtrate was concentrated in vacuo to give a residue which was purified by flash column chromatography (heptane/ethyl ace... Starting materials: CC(C)(C)C1N(CCN(C1)CCC1=CC2=C(C(OC2)=O)C=C1)C(=O)[O-] (1,1-dimethylethyl-4-[2-(1-oxo-1,3-dihydro-2-benzofuran-5-yl)ethyl]piperazine-1-carboxylate), Cl (HCl). Solvent: O1CCOCC1 (dioxane), O1CCOCC1 (dioxane). The product is Cl.N1(CCNCC1)CCC1=CC2=C(C(OC2)=O)C=C1 (5-(2-piperazin-1-ylethyl)-2-benzofuran-1(3H)-one hydrochloride). RXN SMILES: CC([CH:5]1[CH2:10][N:9]([CH2:11][CH2:12][C:13]2[CH:22]=[CH:21][C:16]3[C:17](=[O:20])[O:18][CH2:19][C:15]=3[CH:14]=2)[CH2:8][CH2:7][N:6]1C([O-])=O)(C)C.[ClH:26]>O1CCOCC1>[ClH:26].[N:9]1([CH2:11][CH2:12][C:13]2[CH:22]=[CH:21][C:16]3[C:17](=[O:20])[O:18][CH2:19][C:15]=3[CH:14]=2)[CH2:10][CH2:5][NH:6][CH2:7][CH2:8]1 |f:3.4|. Procedure details: To 1,1-dimethylethyl-4-[2-(1-oxo-1,3-dihydro-2-benzofuran-5-yl)ethyl]piperazine-1-carboxylate (120 g, 347 mmol) in dioxane (800 mL) was added 4 N HCl in dioxane (87.0 mL, 347 mmol) and the resulting mixture was stirred at room temperature over night. The reaction mixture was concentrated and stored under vacuum overnight to afford 5-(2-piperazin-1-ylethyl)-2-benzofuran-1(3H)-one hydrochloride. This can be used as is or converted to the free base by partitioning between an organic solvent and sat... Starting materials: Cl (Hydrochloric acid), CN1N=C(C(=C1)CC(=O)[O-])OCC1=CC=C(C=C1)OCCC=1N=C(OC1C)C1=CC=CC=C1 (1-methyl-3-[4-[2-(5-methyl-2-phenyl-4-oxazolyl)ethoxy]benzyloxy]-1H-pyrazol-4-ylacetate), [OH-].[Na+] (sodium hydroxide), O1CCCC1 (tetrahydrofuran). Solvent: C(C)O (ethanol). Run at time 2 hour. The product is CN1N=C(C(=C1)CC(=O)O)OCC1=CC=C(C=C1)OCCC=1N=C(OC1C)C1=CC=CC=C1 ([1-methyl-3-[4-[2-(5-methyl-2-phenyl-4-oxazolyl)ethoxy]benzyloxy]-1H-pyrazol-4-yl]acetic acid). Isolated yield 87.7%. As a reaction SMILES: [CH3:1][N:2]1[CH:6]=[C:5]([CH2:7][C:8]([O-:10])=[O:9])[C:4]([O:11][CH2:12][C:13]2[CH:18]=[CH:17][C:16]([O:19][CH2:20][CH2:21][C:22]3[N:23]=[C:24]([C:28]4[CH:33]=[CH:32][CH:31]=[CH:30][CH:29]=4)[O:25][C:26]=3[CH3:27])=[CH:15][CH:14]=2)=[N:3]1.[OH-].[Na+].O1CCCC1.Cl>C(O)C>[CH3:1][N:2]1[CH:6]=[C:5]([CH2:7][C:8]([OH:10])=[O:9])[C:4]([O:11][CH2:12][C:13]2[CH:14]=[CH:15][C:16]([O:19][CH2:20][CH2:21][C:22]3[N:23]=[C:24]([C:28]4[CH:29]=[CH:30][CH:31]=[CH:32][CH:33]=4)[O:25][C:26]=3[CH3:27])=[CH:17][CH:18]=2)=[N:3]1 |f:1.2|. Procedure: A mixture of methyl [1-methyl-3-[4-[2-(5-methyl-2-phenyl-4-oxazolyl)ethoxy]benzyloxy]-1H-pyrazol-4-ylacetate (379 mg), 1N aqueous sodium hydroxide solution (2 ml), tetrahydrofuran (4 ml) and ethanol (4 ml) was stirred at room temperature for 2 hrs. 1N Hydrochloric acid (2 ml) was added to the reaction mixture and the mixture was extracted with ethyl acetate. The ethyl acetate layer was washed with saturated brine, dried (MgSO4) and concentrated. The obtained colorless crystals were collected by ... Starting materials: CC(C)(C)n1nc(CCC=O)cc1-c1ccc(Cl)cc1, Cc1ccc(N2CCNCC2)cc1C, CCN(C(C)C)C(C)C. Product: Cc1ccc(N2CCN(CCCc3cc(-c4ccc(Cl)cc4)n(C(C)(C)C)n3)CC2)cc1C. RXN SMILES: [C:1]([CH3:2])([CH3:3])([CH3:4])[n:5]1[n:6][c:7]([CH2:17][CH2:18][CH:19]=[O:20])[cH:8][c:9]1-[c:10]1[cH:11][cH:12][c:13]([Cl:16])[cH:14][cH:15]1.[CH3:21][c:22]1[cH:23][c:24]([N:29]2[CH2:30][CH2:31][NH:32][CH2:33][CH2:34]2)[cH:25][cH:26][c:27]1[CH3:28].[CH:35]([N:36]([CH2:37][CH3:38])[CH:39]([CH3:40])[CH3:41])([CH3:42])[CH3:43]>>[C:1]([CH3:2])([CH3:3])([CH3:4])[n:5]1[n:6][c:7]([CH2:17][CH2:18][CH2:19][N:32]2[CH2:31][CH2:30][N:29]([c:24]3[cH:23][c:22]([CH3:21])[c:27]([CH3:28])[cH:26][cH:25]3)[CH2:34][CH2:33]2)[cH:8][c:9]1-[c:10]1[cH:11][cH:12][c:13]([Cl:16])[cH:14][cH:15]1.